Dataset: the Open Reaction Database (ORD), a public repository of structured organic reaction records. Task: describe an organic reaction: reactants, conditions, products, and yield Reactants: ClC1=NC=NC=C1C1=CC=C(C=C1)C (4-chloro-5-(p-tolyl)pyrimidine), [C-]#N.[K+] (potassium cyanide), C1COCCOCCOCCOCCOCCO1 (18-crown-6 ether). Run in C(C)#N (acetonitrile). Product: C(#N)C1=NC=NC=C1C1=CC=C(C=C1)C (4-Cyano-5-(p-tolyl)pyrimidine). RXN SMILES: Cl[C:2]1[C:7]([C:8]2[CH:13]=[CH:12][C:11]([CH3:14])=[CH:10][CH:9]=2)=[CH:6][N:5]=[CH:4][N:3]=1.[C-:15]#[N:16].[K+].C1OCCOCCOCCOCCOCCOC1>C(#N)C>[C:15]([C:2]1[C:7]([C:8]2[CH:13]=[CH:12][C:11]([CH3:14])=[CH:10][CH:9]=2)=[CH:6][N:5]=[CH:4][N:3]=1)#[N:16] |f:1.2|. Procedure details: A mixture of 4-chloro-5-(p-tolyl)pyrimidine (7.4 g, 36 mmol), potassium cyanide (4.74 g, 72 mmol) and 18-crown-6 ether (0.48 g, 2 mmol) in acetonitrile (130 ml) was heated under reflux for 17 hours. After removal of insoluble materials by filtration from the reaction mixture, the filtrate was concentrated to dryness. The residue was purified by column chromatography on silica gel to give crystals. Recrystallization from ethyl acetate-hexane afforded pale yellow needles (4.17 g, 59%), m.p. 107°-1... Reactants: N#CCc1cc(Br)c2ncccc2c1, O=C[O-], [Na+], CN(C)C=O, O. The product is N#CCc1cc(C=O)c2ncccc2c1. Reaction SMILES: [Br:1][c:2]1[cH:3][c:4]([CH2:12][C:13]#[N:14])[cH:5][c:6]2[cH:7][cH:8][cH:9][n:10][c:11]12.[CH:20]([O-:21])=[O:22].[Na+:23].[O:15]=[CH:16][N:17]([CH3:18])[CH3:19].[OH2:24]>>[c:2]1([CH:16]=[O:15])[cH:3][c:4]([CH2:12][C:13]#[N:14])[cH:5][c:6]2[cH:7][cH:8][cH:9][n:10][c:11]12. The reactants are C(C1=CC=CC=C1)(=O)N1C[C@H]([C@@H](C1)SC)NCC (1-benzoyl-trans-3-ethylamino-4-methylthio-pyrrolidine), [OH-].[Na+] (NaOH). The product is C(C)N[C@@H]1CNC[C@H]1SC (trans-3-ethylamino-4-methylthio-pyrrolidine). Reaction SMILES: C([N:9]1[CH2:13][C@@H:12]([S:14][CH3:15])[C@H:11]([NH:16][CH2:17][CH3:18])[CH2:10]1)(=O)C1C=CC=CC=1.[OH-].[Na+]>>[CH2:17]([NH:16][C@H:11]1[C@H:12]([S:14][CH3:15])[CH2:13][NH:9][CH2:10]1)[CH3:18] |f:1.2|. Procedure details: 6.0 g (22 mmol ) of 1-benzoyl-trans-3-ethylamino-4-methylthio-pyrrolidine are stirred vigorously with 22 ml of 5N NaOH at 100° C. for 24 hours, until the conversion is homogeneous. The mixture is then extracted with 3×80 ml of ether and the extract is dried over sodium sulphate and concentrated on a rotary evaporator. The crude product is distilled through a micro-puncture column. Reactants: FC(C(=O)O)(F)F (trifluoroacetic acid), O=C1OC(C(N1C(C1=CC=CC=C1)(C1=CC=CC=C1)C1=CC=CC=C1)=O)CC1=CC=C(OCC2=CC=C(C=C2)COC2=CC=C(C=C2)CC2C(N(C(O2)=O)C(C2=CC=CC=C2)(C2=CC=CC=C2)C2=CC=CC=C2)=O)C=C1 (1,4-bis[[4-[(2,4-dioxo-3-trityl-5-oxazolidinyl)methyl]phenoxy]methyl]benzene). The solvent is C(C)(=O)OCC (ethyl acetate). Conditions: time 4 hour. Product: O=C1OC(C(N1)=O)CC1=CC=C(OCC2=CC=C(C=C2)COC2=CC=C(C=C2)CC2C(NC(O2)=O)=O)C=C1 (1,4-bis[[4-[(2,4-dioxo-5-oxazolidinyl)methyl]phenoxy]methyl]benzene). Reaction SMILES: FC(F)(F)C(O)=O.[O:8]=[C:9]1[N:13](C(C2C=CC=CC=2)(C2C=CC=CC=2)C2C=CC=CC=2)[C:12](=[O:33])[CH:11]([CH2:34][C:35]2[CH:83]=[CH:82][C:38]([O:39][CH2:40][C:41]3[CH:46]=[CH:45][C:44]([CH2:47][O:48][C:49]4[CH:54]=[CH:53][C:52]([CH2:55][CH:56]5[O:60][C:59](=[O:61])[N:58](C(C6C=CC=CC=6)(C6C=CC=CC=6)C6C=CC=CC=6)[C:57]5=[O:81])=[CH:51][CH:50]=4)=[CH:43][CH:42]=3)=[CH:37][CH:36]=2)[O:10]1>C(OCC)(=O)C>[O:8]=[C:9]1[NH:13][C:12](=[O:33])[CH:11]([CH2:34][C:35]2[CH:36]=[CH:37][C:38]([O:39][CH2:40][C:41]3[CH:42]=[CH:43][C:44]([CH2:47][O:48][C:49]4[CH:54]=[CH:53][C:52]([CH2:55][CH:56]5[O:60][C:59](=[O:61])[NH:58][C:57]5=[O:81])=[CH:51][CH:50]=4)=[CH:45][CH:46]=3)=[CH:82][CH:83]=2)[O:10]1. Procedure details: A 10 ml portion of trifluoroacetic acid was added to 220 mg of the product of Example 23, and the mixture was stirred for 4 hours at room temperature. The reaction mixture was diluted with ethyl acetate (100 ml), washed with water, saturated sodium bicarbonate aqueous solution, water and saturated sodium chloride aqueous solution in that order and then dried over anhydrous sodium sulfate. After distilling off the solvent, the resulting residue was purified by subjecting it to silica gel column c... Starting materials: C(C1=CC(OC)=C(OC)C=C1)(=O)CC(=O)OCC (ethyl veratroylacetate), CNC(=O)N (N-methylurea), C(C)(=O)OCC (ethyl acetate). Run in C1CCCC2=CC=CC=C12 (tetralin). Run at temperature 170 celsius. Yields the product COC=1C=C(C=CC1OC)C1=CC(N(C(N1)=O)C)=O (6-(3,4-dimethoxyphenyl)-3-methyl-2,4(1H,3H)-pyrimidinedione). Yield: 40.3%. RXN SMILES: [C:1]([CH2:13][C:14]([O:16]CC)=O)(=O)[C:2]1[CH:11]=[CH:10][C:7]([O:8][CH3:9])=[C:4]([O:5][CH3:6])[CH:3]=1.[CH3:19][NH:20][C:21]([NH2:23])=[O:22].C(OCC)(=O)C>C1C2C(=CC=CC=2)CCC1>[CH3:6][O:5][C:4]1[CH:3]=[C:2]([C:1]2[NH:23][C:21](=[O:22])[N:20]([CH3:19])[C:14](=[O:16])[CH:13]=2)[CH:11]=[CH:10][C:7]=1[O:8][CH3:9]. Procedure details: To a solution of ethyl veratroylacetate (8.0 g) in tetralin (24 ml) was added N-methylurea (3.52 g) and the mixture was heated for an hour at 170° C. After being cooled to 95° C., ethyl acetate (33 ml) was added thereto. The precipitate was collected by filtration and washed with ethyl acetate to give 6-(3,4-dimethoxyphenyl)-3-methyl-2,4(1H,3H)-pyrimidinedione (3.35 g). The reactants are C1CCOC1, COC(=O)C(CCO)NC(=O)OC(C)(C)C, CC(C)OC(=O)N=NC(=O)OC(C)C, Oc1ccccc1, c1ccc(P(c2ccccc2)c2ccccc2)cc1. The product is COC(=O)C(CCOc1ccccc1)NC(=O)OC(C)(C)C. Reaction SMILES: [CH2:57]1[O:58][CH2:59][CH2:60][CH2:61]1.[CH3:1][O:2][C:3]([CH:4]([CH2:5][CH2:6][OH:7])[NH:8][C:9](=[O:10])[O:11][C:12]([CH3:13])([CH3:14])[CH3:15])=[O:16].[O:43]=[C:44]([O:45][CH:46]([CH3:47])[CH3:48])[N:49]=[N:50][C:51]([O:52][CH:53]([CH3:54])[CH3:55])=[O:56].[OH:17][c:18]1[cH:19][cH:20][cH:21][cH:22][cH:23]1.[c:24]1([P:25]([c:26]2[cH:27][cH:28][cH:29][cH:30][cH:31]2)[c:32]2[cH:33][cH:34][cH:35][cH:36][cH:37]2)[cH:38][cH:39][cH:40][cH:41][cH:42]1>>[CH3:1][O:2][C:3]([CH:4]([CH2:5][CH2:6][O:7][c:18]1[cH:19][cH:20][cH:21][cH:22][cH:23]1)[NH:8][C:9](=[O:10])[O:11][C:12]([CH3:13])([CH3:14])[CH3:15])=[O:16]. Starting materials: CS(C)=O, CC(C)OC(=O)OCOC(=O)C(OCc1ccccc1)C(C)(C)COS(=O)(=O)CCCCl, [N-]=[N+]=[N-], [Na+]. Product: CC(C)OC(=O)OCOC(=O)C(OCc1ccccc1)C(C)(C)COS(=O)(=O)CCCN=[N+]=[N-]. As a reaction SMILES: [CH3:37][S:38](=[O:39])[CH3:40].[Cl:1][CH2:2][CH2:3][CH2:4][S:5](=[O:6])(=[O:7])[O:8][CH2:9][C:10]([CH:11]([C:12](=[O:13])[O:14][CH2:15][O:16][C:17](=[O:18])[O:19][CH:20]([CH3:21])[CH3:22])[O:23][CH2:24][c:25]1[cH:26][cH:27][cH:28][cH:29][cH:30]1)([CH3:31])[CH3:32].[N-:34]=[N+:35]=[N-:36].[Na+:33]>>[CH2:2]([CH2:3][CH2:4][S:5](=[O:6])(=[O:7])[O:8][CH2:9][C:10]([CH:11]([C:12](=[O:13])[O:14][CH2:15][O:16][C:17](=[O:18])[O:19][CH:20]([CH3:21])[CH3:22])[O:23][CH2:24][c:25]1[cH:26][cH:27][cH:28][cH:29][cH:30]1)([CH3:31])[CH3:32])[N:34]=[N+:35]=[N-:36]. Starting materials: N(=[N+]=[N-])CC=1N=CN(C1)C1=CC=C(C=C1)N1C(C=CC=C1)=O (1-(4-(4-(azidomethyl)-1H-imidazol-1-yl)phenyl)pyridin-2(1H)-one). The solvent is CO (MeOH), CCOC(=O)C (EtOAc). Yields the product NCC=1N=CN(C1)C1=CC=C(C=C1)N1C(C=CC=C1)=O (1-(4-(4-(aminomethyl)-1H-imidazol-1-yl)phenyl)pyridin-2(1H)-one). As a reaction SMILES: [N:1]([CH2:4][C:5]1[N:6]=[CH:7][N:8]([C:10]2[CH:15]=[CH:14][C:13]([N:16]3[CH:21]=[CH:20][CH:19]=[CH:18][C:17]3=[O:22])=[CH:12][CH:11]=2)[CH:9]=1)=[N+]=[N-]>CO.CCOC(C)=O>[NH2:1][CH2:4][C:5]1[N:6]=[CH:7][N:8]([C:10]2[CH:11]=[CH:12][C:13]([N:16]3[CH:21]=[CH:20][CH:19]=[CH:18][C:17]3=[O:22])=[CH:14][CH:15]=2)[CH:9]=1. Reported procedure: To a solution of 1-(4-(4-(azidomethyl)-1H-imidazol-1-yl)phenyl)pyridin-2(1H)-one prepared above (203 mg, 0.695 mmol) in MeOH (6 mL) and EtOAc (6 mL), SnCl22H2O (343 mg, 1.52 mmol) was added. After the mixture was heated to reflux for 1 h, it was concentrated in vacuo. The residue was purified by HPLC to give 1-(4-(4-(aminomethyl)-1H-imidazol-1-yl)phenyl)pyridin-2(1H)-one (145 mg). MS 267 (M+H).